From a dataset of the Open Reaction Database (ORD), a public repository of structured organic reaction records. describe an organic reaction: reactants, conditions, products, and yield Starting materials: NC1=C(C=CC2=C(C=CC=C12)C#N)N (1,2-diamino-5-cyanonaphthalene), O.O.C(C(=O)O)(=O)O (oxalic acid dihydrate). Solvent: Cl (hydrochloric acid). Conditions: temperature 25 celsius. Product: OC=1C(=NC=2C=CC3=C(C2N1)C=CC=C3C#N)O (2,3-dihydroxy-7-cyano-benzo[f]quinoxaline). Yield: 44.7%. Reaction SMILES: [NH2:1][C:2]1[C:11]2[C:6](=[C:7]([C:12]#[N:13])[CH:8]=[CH:9][CH:10]=2)[CH:5]=[CH:4][C:3]=1[NH2:14].O.O.[C:17](O)(=[O:21])[C:18](O)=[O:19]>Cl>[OH:19][C:18]1[C:17]([OH:21])=[N:14][C:3]2[CH:4]=[CH:5][C:6]3[C:7]([C:12]#[N:13])=[CH:8][CH:9]=[CH:10][C:11]=3[C:2]=2[N:1]=1 |f:1.2.3|. Procedure: A mixture of 0,6 g (3,3 mmol) 1,2-diamino-5-cyanonaphthalene and 1,4 g oxalic acid dihydrate in 35 ml 0,5N hydrochloric acid was refluxed for 3 h. After cooling to 25° C., the precipitate was filtered off and washed with water. The crude product was recrystallized (dimethylsulfoxide-methanol) to give 0,35 g (45%) 2,3-dihydroxy-7-cyano-benzo[f]quinoxaline. The reactants are BrCc1ccccc1, O=C([O-])[O-], CCOC(=O)N1CCc2nnc(S)cc2C1, [K+], [K+], CN(C)C=O. Yields the product CCOC(=O)N1CCc2nnc(SCc3ccccc3)cc2C1. As a reaction SMILES: [Br:1][CH2:2][c:3]1[cH:4][cH:5][cH:6][cH:7][cH:8]1.[C:25](=[O:26])([O-:27])[O-:28].[CH2:9]([CH3:10])[O:11][C:12](=[O:13])[N:14]1[CH2:15][c:16]2[c:17]([n:18][n:19][c:20]([SH:22])[cH:21]2)[CH2:23][CH2:24]1.[K+:29].[K+:30].[O:31]=[CH:32][N:33]([CH3:34])[CH3:35]>>[CH2:2]([c:3]1[cH:4][cH:5][cH:6][cH:7][cH:8]1)[S:22][c:20]1[n:19][n:18][c:17]2[c:16]([cH:21]1)[CH2:15][N:14]([C:12]([O:11][CH2:9][CH3:10])=[O:13])[CH2:24][CH2:23]2.